From a dataset of the Open Reaction Database (ORD), a public repository of structured organic reaction records. describe an organic reaction: reactants, conditions, products, and yield Starting materials: CN1C(=NCCC1)S (1-methyl-1,4,5,6-tetrahydro-2-pyrimidinethiol), N1C=CC2=CC=CC=C12 (indole), [I-].[K+] (potassium iodide), II (iodine). Solvent: CO (methanol), CO (methanol), O (water). Conditions: time 2 hour. Yields the product I.CN1C(=NCCC1)SC1=CNC2=CC=CC=C12 (3-(1-methyl-1,4,5,6-tetrahydro-2-pyrimidinylthio)-indole hydriodide). As a reaction SMILES: [NH:1]1[C:9]2[C:4](=[CH:5][CH:6]=[CH:7][CH:8]=2)[CH:3]=[CH:2]1.[I-:10].[K+].II.[CH3:14][N:15]1[CH2:20][CH2:19][CH2:18][N:17]=[C:16]1[SH:21]>CO.O>[IH:10].[CH3:14][N:15]1[CH2:20][CH2:19][CH2:18][N:17]=[C:16]1[S:21][C:3]1[C:4]2[C:9](=[CH:8][CH:7]=[CH:6][CH:5]=2)[NH:1][CH:2]=1 |f:1.2,7.8|. Reported procedure: A solution of 11.7 g of indole in 100 ml of methanol is added portionwise to a stirred solution of 50 g potassium iodide and 25.4 g of iodine in 150 ml of water at room temperature. This mixture is further treated with a solution of 13 g of 1-methyl-1,4,5,6-tetrahydro-2-pyrimidinethiol in 150 ml of methanol. The reaction mixture is then stirred at room temperature for 2 hours, filtered and the filtrate concentrated to one-fourth of the original volume and cooled. A crystalline precipitate is for...